This data is from the Open Reaction Database (ORD), a public repository of structured organic reaction records. The task is: describe an organic reaction: reactants, conditions, products, and yield The reactants are CC(=C)C1=CC=CC=C1 (alpha-methylstyrene), O (water), F[B-](F)(F)F.F[B-](F)(F)F.O[N+]12CC[N+](CC1)(CC2)F (1-hydroxyl-4-fluoro-1,4-diazoniabicyclo [2.2.2]octane bis(tetrafluoroborate)). Run in CCOCC (ether), C(C)#N (acetonitrile). Run at time 24 hour. Product: FCC(C)(C1=CC=CC=C1)O (1-fluoro-2-hydroxy-2-phenylpropane). Isolated yield 71.3%. Reaction SMILES: [CH3:1][C:2]([C:4]1[CH:9]=[CH:8][CH:7]=[CH:6][CH:5]=1)=[CH2:3].[OH2:10].[F:11][B-](F)(F)F.F[B-](F)(F)F.O[N+]12CC[N+](F)(CC1)CC2>C(#N)C.CCOCC>[F:11][CH2:3][C:2]([OH:10])([C:4]1[CH:9]=[CH:8][CH:7]=[CH:6][CH:5]=1)[CH3:1] |f:2.3.4|. Procedure: To a solution of alpha-methylstyrene (0.13 mL, 1 mmole) and water (0.02 mL, 1.1 mmole) in acetonitrile (10 mL) was added 1-hydroxyl-4-fluoro-1,4-diazoniabicyclo [2.2.2]octane bis(tetrafluoroborate) (330 mg, 1.02 mmole 1.02 equ.) and the reaction stirred at room temperature for 24 h. The mixture was diluted with ether (2 mL), filtered through anhydrous MgSO4, and evaporated to afford 110 mg (71% yield) of 1-fluoro-2-hydroxy-2-phenylpropane. Starting materials: N1(CCNCC1)C=1SN=C2C1C=CC=C2 (3-(1-piperazinyl)-2,1-benzisothiazole), BrCCCCN1C(CC2(CCCC2)CC1=O)=O (8-(4-bromobutyl)-8-azaspiro[4.5]decane-7,9-dione), C([O-])([O-])=O.[K+].[K+] (potassium carbonate), [I-].[K+] (potassium iodide). Run in C(C)#N (acetonitrile). Yields the product N=1SC(=C2C1C=CC=C2)N2CCN(CC2)CCCCN2C(CC1(CCCC1)CC2=O)=O (8-[4-[4-(2,1-Benzisothiazol-3-yl)-1-piperazinyl]butyl]-8-azaspiro[4.5]decane-7,9-dione). The yield is 93.0%. RXN SMILES: [N:1]1([C:7]2[S:8][N:9]=[C:10]3[CH:15]=[CH:14][CH:13]=[CH:12][C:11]=23)[CH2:6][CH2:5][NH:4][CH2:3][CH2:2]1.Br[CH2:17][CH2:18][CH2:19][CH2:20][N:21]1[C:30](=[O:31])[CH2:29][C:24]2([CH2:28][CH2:27][CH2:26][CH2:25]2)[CH2:23][C:22]1=[O:32].C(=O)([O-])[O-].[K+].[K+].[I-].[K+]>C(#N)C>[N:9]1[S:8][C:7]([N:1]2[CH2:6][CH2:5][N:4]([CH2:17][CH2:18][CH2:19][CH2:20][N:21]3[C:22](=[O:32])[CH2:23][C:24]4([CH2:28][CH2:27][CH2:26][CH2:25]4)[CH2:29][C:30]3=[O:31])[CH2:3][CH2:2]2)=[C:11]2[CH:12]=[CH:13][CH:14]=[CH:15][C:10]=12 |f:2.3.4,5.6|. Procedure details: Title product dihydrochloride dihydrate. A mixture of 3-(1-piperazinyl)-2,1-benzisothiazole (4.0 g., 0.018 mole) and 8-(4-bromobutyl)-8-azaspiro[4.5]decane-7,9-dione (5.5 g., 0.018 mole), anhydrous potassium carbonate (4.98 g., 0.036 mole) and potassium iodide (0.83 g., 0.005 mole) in 100 ml. of acetonitrile is stirred at reflux temperature for a period of 20 hr. The reaction mixture is filtered, concentrated in vacuo and residual material triturated with ether to afford 7.38 g., (93% yield) of ... Reactants: C(C)(=O)C1=NN(C=C(C1=O)OC)C1=C(C=C(C(=C1)F)Br)F (3-acetyl-1-(4-bromo-2,5-difluorophenyl)-5-methoxypyridazin-4(1H)-one), COC(N(C)C)OC (N,N-dimethylformamide dimethyl acetal), C1(=CC=CC=C1)NN (phenylhydrazine). Conditions: temperature 100 celsius, time 5 hour. The product is BrC1=CC(=C(C=C1F)N1N=C(C(C(=C1)OC)=O)C1=CC=NN1C1=CC=CC=C1)F (1-(4-Bromo-2,5-difluorophenyl)-5-methoxy-3-(1-phenyl-1H-pyrazol-5-yl)pyridazin-4(1H)-one). The yield is 23.0%. As a reaction SMILES: [C:1]([C:4]1[C:9](=[O:10])[C:8]([O:11][CH3:12])=[CH:7][N:6]([C:13]2[CH:18]=[C:17]([F:19])[C:16]([Br:20])=[CH:15][C:14]=2[F:21])[N:5]=1)(=O)[CH3:2].[CH3:22]OC(OC)N(C)C.[C:30]1([NH:36][NH2:37])[CH:35]=[CH:34][CH:33]=[CH:32][CH:31]=1>>[Br:20][C:16]1[C:17]([F:19])=[CH:18][C:13]([N:6]2[CH:7]=[C:8]([O:11][CH3:12])[C:9](=[O:10])[C:4]([C:1]3[N:36]([C:30]4[CH:35]=[CH:34][CH:33]=[CH:32][CH:31]=4)[N:37]=[CH:22][CH:2]=3)=[N:5]2)=[C:14]([F:21])[CH:15]=1. Procedure details: A mixture of 3-acetyl-1-(4-bromo-2,5-difluorophenyl)-5-methoxypyridazin-4(1H)-one (3.57 g, 10 mmol) and N,N-dimethylformamide dimethyl acetal (16 mL) was stirred at 100° C. for 5 h. After cooling to room temperature, the reaction mixture was concentrated under reduced pressure. The residue was dissolved in AcOH (20 mL) and added phenylhydrazine (2.0 mL, 20 mmol). This mixture was stirred at 130° C. for 3 h. After cooling to room temperature, the reaction mixture was concentrated under reduced pr... Reactants: N#Cc1ncccc1F, C1CCOC1, [H-], [Na+], OCC(F)(F)F. Yields the product N#Cc1ncccc1OCC(F)(F)F. RXN SMILES: [C:9](#[N:10])[c:11]1[n:12][cH:13][cH:14][cH:15][c:16]1[F:17].[CH2:18]1[O:19][CH2:20][CH2:21][CH2:22]1.[H-:7].[Na+:8].[OH:1][CH2:2][C:3]([F:4])([F:5])[F:6]>>[O:1]([CH2:2][C:3]([F:4])([F:5])[F:6])[c:16]1[c:11]([C:9]#[N:10])[n:12][cH:13][cH:14][cH:15]1. Starting materials: C(C)OC(=O)C=1N=CC=2NC3=CC=CC(=C3C2C1COC)OC1=CC=CC=C1 (5-phenoxy-4-methoxymethyl-beta-carboline-3-carboxylic acid ethyl ester), Cl (hydrochloric acid). The solvent is [OH-].[Na+] (sodium hydroxide). Run at time 15 minute. Product: O(C1=CC=CC=C1)C1=C2C=3C(=C(N=CC3NC2=CC=C1)C(=O)O)COC (5-phenoxy-4-methoxymethyl-beta-carboline-3-carboxylic acid). The yield is 101.0%. As a reaction SMILES: C([O:3][C:4]([C:6]1[N:7]=[CH:8][C:9]2[NH:10][C:11]3[C:16]([C:17]=2[C:18]=1[CH2:19][O:20][CH3:21])=[C:15]([O:22][C:23]1[CH:28]=[CH:27][CH:26]=[CH:25][CH:24]=1)[CH:14]=[CH:13][CH:12]=3)=[O:5])C.Cl>[OH-].[Na+]>[O:22]([C:15]1[CH:14]=[CH:13][CH:12]=[C:11]2[C:16]=1[C:17]1[C:18]([CH2:19][O:20][CH3:21])=[C:6]([C:4]([OH:5])=[O:3])[N:7]=[CH:8][C:9]=1[NH:10]2)[C:23]1[CH:24]=[CH:25][CH:26]=[CH:27][CH:28]=1 |f:2.3|. Procedure details: 7.7 g of 5-phenoxy-4-methoxymethyl-beta-carboline-3-carboxylic acid ethyl ester is heated with 70 ml of 2N sodium hydroxide solution until a clear solution is produced (2 hours). Then, it is carefully acidified with 4N hydrochloric acid and afterwards stirred for 15 minutes at room temperature. After suctioning off and drying over P2O5 and KOH at 80° C., 7.2 g (100% of theory) of 5-phenoxy-4-methoxymethyl-beta-carboline-3-carboxylic acid is obtained. The reactants are BrC=1N(C=CC1S(=O)(=O)NC(C)(C)C)C (2-bromo-N-(1,1-dimethylethyl)-1-methyl-1H-pyrrole-3-sulfonamide), C(=O)(C(F)(F)F)O (TFA). Run in C(Cl)Cl (methylene chloride). Conditions: time 16 hour. Product: BrC=1N(C=CC1S(=O)(=O)N)C (2-Bromo-1-methyl-1H-pyrrole-3-sulfonamide). Isolated yield 21.4%. Reaction SMILES: [Br:1][C:2]1[N:3]([CH3:15])[CH:4]=[CH:5][C:6]=1[S:7]([NH:10]C(C)(C)C)(=[O:9])=[O:8].C(O)(C(F)(F)F)=O>C(Cl)Cl>[Br:1][C:2]1[N:3]([CH3:15])[CH:4]=[CH:5][C:6]=1[S:7]([NH2:10])(=[O:8])=[O:9]. Procedure: To a solution of 7.11 g (24 mmol) of 2-bromo-N-(1,1-dimethylethyl)-1-methyl-1H-pyrrole-3-sulfonamide in 50 mL methylene chloride under a nitrogen atmosphere was added 50 mL of TFA. The reaction mixture was allowed to stir at room temperature overnight ca. 16 hours. The reaction mixture was concentrated in vacuo. Three portions of diethyl ether were added to the crude residue and was removed by evaporation to remove residual TFA, which yielded 1.23 g of the title compound as a light brown solid.